From a dataset of the Open Reaction Database (ORD), a public repository of structured organic reaction records. describe an organic reaction: reactants, conditions, products, and yield The reactants are ClC12C(C(CCC2O1)(Cl)Cl)C=C (1,3,3-trichloro-2-vinyl-7-oxabicyclo[4.1.0]heptane), Cl (HCl). Run in CN(C)C=O (DMF). Product: ClC=1C(=C(C=CC1)O)C=C (3-chloro-2-vinylphenol). The yield is 75.4%. RXN SMILES: Cl[C:2]12[O:8][CH:7]1[CH2:6][CH2:5][C:4](Cl)([Cl:9])[CH:3]2[CH:11]=[CH2:12].Cl>CN(C=O)C>[Cl:9][C:4]1[C:3]([CH:11]=[CH2:12])=[C:2]([OH:8])[CH:7]=[CH:6][CH:5]=1. Procedure: 0.84 g (3.69 mmol) of epoxide 2i in solution in 4 cm3 of anhydrous DMF were heated to reflux for 3 h 30 min. The solution was acidified (pH=1) with 3N HCl, extracted with ether (4×20 cm3), dried over MgSO4, filtered and evaporated down. The crude product obtained was purified by flash chromatography on silica (eluent: ether/petroleum ether=5/95). 0.43 g of phenol 4f were obtained (macrobore GC purity>99%). The yield of compound 4f was 75.5%. Starting materials: C1CNCCN1, CCO, ClCc1nc(-c2ccc3c(c2)OCO3)c2cc3c(cc2n1)OCO3, [Na+], O=C([O-])O. The product is c1cc2c(cc1-c1nc(CN3CCNCC3)nc3cc4c(cc13)OCO4)OCO2. RXN SMILES: [CH2:25]1[CH2:26][NH:27][CH2:28][CH2:29][NH:30]1.[CH3:36][CH2:37][OH:38].[Cl:1][CH2:2][c:3]1[n:4][c:5]2[cH:6][c:7]3[c:8]([cH:9][c:10]2[c:11](-[c:13]2[cH:14][c:15]4[c:16]([cH:17][cH:18]2)[O:19][CH2:20][O:21]4)[n:12]1)[O:22][CH2:23][O:24]3.[Na+:35].[O-:31][C:32]([OH:33])=[O:34]>>[CH2:2]([c:3]1[n:4][c:5]2[cH:6][c:7]3[c:8]([cH:9][c:10]2[c:11](-[c:13]2[cH:14][c:15]4[c:16]([cH:17][cH:18]2)[O:19][CH2:20][O:21]4)[n:12]1)[O:22][CH2:23][O:24]3)[N:27]1[CH2:26][CH2:25][NH:30][CH2:29][CH2:28]1. Procedure details: Diphenylmethane (0.24 g) was placed in a reactor chamber and contacted with helium and fluorine according to the reaction conditions listed in Table 2. Bis(perfluorocyclohexyl) difluoromethane was obtained in 93% yield (0.72 g) by recrystallization in hexafluorobenzene (C6F6). 19F NMR of the product dissolved in C6F6 gave two broad multiplets centered around +120 and +180 ppm from CFCl3 which integrated for eleven and one, respectively. Infrared analysis utilizing a KBr disk gave absorptions at ... The reactants are FC1(C(C(C(C(C1(F)F)(F)F)(F)F)(F)F)(F)F)C(F)(F)C1(C(C(C(C(C1(F)F)(F)F)(F)F)(F)F)(F)F)F (bis(perfluorocyclohexyl) difluoromethane). Product: C1(=CC=CC=C1)CC1=CC=CC=C1 (Diphenylmethane). As a reaction SMILES: F[C:2]1([C:18]([C:21]2(F)[C:26](F)(F)[C:25](F)(F)[C:24](F)(F)[C:23](F)(F)[C:22]2(F)F)(F)F)[C:7](F)(F)[C:6](F)(F)[C:5](F)(F)[C:4](F)(F)[C:3]1(F)F>FC1C(F)=C(F)C(F)=C(F)C=1F>[C:2]1([CH2:18][C:21]2[CH:22]=[CH:23][CH:24]=[CH:25][CH:26]=2)[CH:7]=[CH:6][CH:5]=[CH:4][CH:3]=1. Solvent: FC1=C(F)C(F)=C(F)C(F)=C1F (C6F6).